This data is from the Open Reaction Database (ORD), a public repository of structured organic reaction records. The task is: describe an organic reaction: reactants, conditions, products, and yield The reactants are C[Si](C)(C)N=C=O (trimethylsilyl isocyanate), C1(CC1)S(=O)(=O)C1=CC=C(C=C1)[C@H](C(=O)NC=1SC(=CN1)F)C[C@@H]1CNCC1 ((R)-2-(4-(cyclopropylsulfonyl)phenyl)-N-(5-fluorothiazol-2-yl)-3-((S)-pyrrolidin-3-yl)propanamide), O (water). The solvent is ClCCl (dichloromethane). The product is C1(CC1)S(=O)(=O)C1=CC=C(C=C1)[C@@H](C[C@@H]1CN(CC1)C(=O)N)C(=O)NC=1SC(=CN1)F ((S)-3-((R)-2-(4-(cyclopropylsulfonyl)phenyl)-3-((5-fluorothiazol-2-yl)amino)-3-oxopropyl)pyrrolidine-1-carboxamide). Isolated yield 99.9%. As a reaction SMILES: [CH:1]1([S:4]([C:7]2[CH:12]=[CH:11][C:10]([C@@H:13]([CH2:23][C@H:24]3[CH2:28][CH2:27][NH:26][CH2:25]3)[C:14]([NH:16][C:17]3[S:18][C:19]([F:22])=[CH:20][N:21]=3)=[O:15])=[CH:9][CH:8]=2)(=[O:6])=[O:5])[CH2:3][CH2:2]1.C[Si]([N:33]=[C:34]=[O:35])(C)C.O>ClCCl>[CH:1]1([S:4]([C:7]2[CH:8]=[CH:9][C:10]([C@H:13]([C:14]([NH:16][C:17]3[S:18][C:19]([F:22])=[CH:20][N:21]=3)=[O:15])[CH2:23][C@H:24]3[CH2:28][CH2:27][N:26]([C:34]([NH2:33])=[O:35])[CH2:25]3)=[CH:11][CH:12]=2)(=[O:5])=[O:6])[CH2:3][CH2:2]1. Procedure details: The (R)-2-(4-(cyclopropylsulfonyl)phenyl)-N-(5-fluorothiazol-2-yl)-3-((S)-pyrrolidin-3-yl)propanamide (20.0 mg, 47.2 μmol) obtained in Step 1 of Example 2 was dissolved in dichloromethane (1 mL), and trimethylsilyl isocyanate (25.0 μL, 188 μmol) was then added to the obtained solution. The obtained mixture was stirred for hours. Thereafter, water was added to the reaction solution, and the mixed solution was then extracted with chloroform. The organic layer was dried over anhydrous sodium sulfat... Reactants: ClC1=NC=2N(C=C1)N=CC2C(=O)NC2=CC(=NN2C2=CC(=CC=C2)Cl)C (5-chloro-N-(1-(3-chlorophenyl)-3-methyl-1H-pyrazol-5-yl)pyrazolo[1,5-a]pyrimidine-3-carboxamide), [OH-].[NH4+] (ammonium hydroxide). Reaction conditions: temperature 105 celsius. Yields the product NC1=NC=2N(C=C1)N=CC2C(=O)NC2=CC(=NN2C2=CC(=CC=C2)Cl)C (5-amino-N-(1-(3-chlorophenyl)-3-methyl-1H-pyrazol-5-yl)pyrazolo[1,5-a]pyrimidine-3-carboxamide). Yield: 48.0%. RXN SMILES: Cl[C:2]1[CH:7]=[CH:6][N:5]2[N:8]=[CH:9][C:10]([C:11]([NH:13][C:14]3[N:18]([C:19]4[CH:24]=[CH:23][CH:22]=[C:21]([Cl:25])[CH:20]=4)[N:17]=[C:16]([CH3:26])[CH:15]=3)=[O:12])=[C:4]2[N:3]=1.[OH-].[NH4+:28]>>[NH2:28][C:2]1[CH:7]=[CH:6][N:5]2[N:8]=[CH:9][C:10]([C:11]([NH:13][C:14]3[N:18]([C:19]4[CH:24]=[CH:23][CH:22]=[C:21]([Cl:25])[CH:20]=4)[N:17]=[C:16]([CH3:26])[CH:15]=3)=[O:12])=[C:4]2[N:3]=1 |f:1.2|. Reported procedure: A mixture of 74% pure 5-chloro-N-(1-(3-chlorophenyl)-3-methyl-1H-pyrazol-5-yl)pyrazolo[1,5-a]pyrimidine-3-carboxamide (55 mg, 0.14 mM, 1.0 equiv) and 3 mL of concentrated ammonium hydroxide was sealed and heated in a microwave reactor at 105° C. for 30 minutes. The reaction mixture was cooled and the precipitated product collected by filtration to give 25 mg (48%) of 5-amino-N-(1-(3-chlorophenyl)-3-methyl-1H-pyrazol-5-yl)pyrazolo[1,5-a]pyrimidine-3-carboxamide which was purified by reverse phase... The reactants are C(C)OCC (ethyl ether), C(C)OC(=O)CCCOC=1C=C(/C=C/C=2SC3=C(N2)C=CC=C3)C=CC1 (2-[trans-3-(3-ethoxycarbonylpropoxy)styryl]benzothiazole), [H-].[Al+3].[Li+].[H-].[H-].[H-] (lithium aluminum hydride), [OH-].[Na+] (sodium hydroxide). Run in O (water), O (water). Run at time 30 minute. Product: OCCCCOC=1C=C(/C=C/C=2SC3=C(N2)C=CC=C3)C=CC1 (2-[trans-3-(4-hydroxybutoxy)styryl]benzothiazole). Isolated yield 64.4%. As a reaction SMILES: C(OCC)C.C([O:8][C:9]([CH2:11][CH2:12][CH2:13][O:14][C:15]1[CH:16]=[C:17]([CH:29]=[CH:30][CH:31]=1)/[CH:18]=[CH:19]/[C:20]1[S:21][C:22]2[CH:28]=[CH:27][CH:26]=[CH:25][C:23]=2[N:24]=1)=O)C.[H-].[Al+3].[Li+].[H-].[H-].[H-].[OH-].[Na+]>O>[OH:8][CH2:9][CH2:11][CH2:12][CH2:13][O:14][C:15]1[CH:16]=[C:17]([CH:29]=[CH:30][CH:31]=1)/[CH:18]=[CH:19]/[C:20]1[S:21][C:22]2[CH:28]=[CH:27][CH:26]=[CH:25][C:23]=2[N:24]=1 |f:2.3.4.5.6.7,8.9|. Procedure: To 40 ml of ethyl ether was added 1.0 g of 2-[trans-3-(3-ethoxycarbonylpropoxy)styryl]benzothiazole, and 114 mg of lithium aluminum hydride was added under ice-cooling. After the mixture was stirred at the same temperature for 30 minutes, then at room temperature for 40 minutes, 114 μl of water, 114 μl of 15% aqueous sodium hydroxide and 340 μl of water were successively added slowly to decompose the aluminum complex, followed by extraction with toluene. After drying over anhydrous magnesium skl... Starting materials: P(=O)(Cl)(Cl)Cl (phosphorus oxychloride), C(C1=CC=CC=C1)N1C(C2=CC=C(C=C2C=C1)C=1C=C(C(=O)NC2CC2)C=CC1C)=O (3-(2-Benzyl-1-oxo-1,2-dihydroisoquinolin-6-yl)-N-cyclopropyl-4-methylbenzamide), BrC=1C=C2C=CNC(C2=CC1)=O (6-Bromo-2H-isoquinolin-1-one). Run in CN(C)C=O (DMF). Conditions: temperature 80 celsius, time 10 minute. The product is C(C1=CC=CC=C1)N1C(C2=CC=C(C=C2C(=C1)C=O)C=1C=C(C(=O)NC2CC2)C=CC1C)=O (3-(2-Benzyl-4-formyl-1-oxo-1,2-dihydroisoquinolin-6-yl)-N-cyclopropyl-4-methylbenzamide). As a reaction SMILES: P(Cl)(Cl)(Cl)=O.[CH2:6]([N:13]1[CH:22]=[CH:21][C:20]2[C:15](=[CH:16][CH:17]=[C:18]([C:23]3[CH:24]=[C:25]([CH:32]=[CH:33][C:34]=3[CH3:35])[C:26]([NH:28][CH:29]3[CH2:31][CH2:30]3)=[O:27])[CH:19]=2)[C:14]1=[O:36])[C:7]1[CH:12]=[CH:11][CH:10]=[CH:9][CH:8]=1.BrC1C=C2C(=CC=1)[C:44](=[O:48])NC=C2>CN(C=O)C>[CH2:6]([N:13]1[CH:22]=[C:21]([CH:44]=[O:48])[C:20]2[C:15](=[CH:16][CH:17]=[C:18]([C:23]3[CH:24]=[C:25]([CH:32]=[CH:33][C:34]=3[CH3:35])[C:26]([NH:28][CH:29]3[CH2:31][CH2:30]3)=[O:27])[CH:19]=2)[C:14]1=[O:36])[C:7]1[CH:12]=[CH:11][CH:10]=[CH:9][CH:8]=1. Procedure details: DMF (5 mL) was cooled in an ice bath and phosphorus oxychloride (0.11 mL) added. The solution was stirred for 10 minutes. 3-(2-Benzyl-1-oxo-1,2-dihydroisoquinolin-6-yl)-N-cyclopropyl-4-methylbenzamide, Example 1 (0.4 g) was then added in one portion and the mixture heated at 80° C. for 6 hours. The mixture was allowed to cool then poured onto ice and stirred for 10 minutes. This was then extracted with ethyl acetate. The organics were combined and evaporated under reduced pressure. The residue w... The reactants are ClC1=NC=C(C=C1)I (2-chloro-5-iodopyridine), FC(F)(F)Br (trifluoromethyl bromide), O (water). Run in N1=CC=CC=C1 (pyridine), [Cu] (copper). The product is ClC1=NC=C(C=C1)C(F)(F)F (2-chloro-5-trifluoromethylpyridine). The yield is 13.6%. Reaction SMILES: [Cl:1][C:2]1[CH:7]=[CH:6][C:5](I)=[CH:4][N:3]=1.[F:9][C:10](Br)([F:12])[F:11].O>N1C=CC=CC=1.[Cu]>[Cl:1][C:2]1[CH:7]=[CH:6][C:5]([C:10]([F:12])([F:11])[F:9])=[CH:4][N:3]=1. Reported procedure: In an autoclave were placed 2.9 g of 2-chloro-5-iodopyridine, 2.5 g of trifluoromethyl bromide dissolved in 100 ml of pyridine and 1.6 g of copper dust, and the mixture was reacted at 170° C. for 18 hours. After cooling the system, the reaction mixture was added to a suitable amount of water and extracted with methylene chloride. The extract was washed successively with water, 10% dilute hydrochloric acid, and water. After drying over anhydrous sodium sulfate, the extract was distilled to remove... Starting materials: CN(C1(CCC(CC1)C=1NC2=CC=CC=C2C1C(CCC)O)C1=CC=CC=C1)C ((2-(4-Dimethylamino-4-phenylcyclohexyl)-1H-indol-3-yl)butan-1-ol), C(C)(=O)OCC (ethyl acetate), [Si](C)(C)(C)Cl (Me3SiCl). Reaction conditions: time 1 hour. Product: Cl.CN(C1(CCC(CC1)C=1NC2=CC=CC=C2C1CCCCO)C1=CC=CC=C1)C (4-(2-(4-(Dimethylamino)-4-phenylcyclohexyl)-1H-indol-3-yl)butanol hydrochloride). RXN SMILES: [CH3:1][N:2]([CH3:29])[C:3]1([C:23]2[CH:28]=[CH:27][CH:26]=[CH:25][CH:24]=2)[CH2:8][CH2:7][CH:6]([C:9]2[NH:10][C:11]3[C:16]([C:17]=2[CH:18](O)[CH2:19][CH2:20][CH3:21])=[CH:15][CH:14]=[CH:13][CH:12]=3)[CH2:5][CH2:4]1.[Si]([Cl:34])(C)(C)C.C(OCC)(=[O:37])C>>[ClH:34].[CH3:29][N:2]([CH3:1])[C:3]1([C:23]2[CH:28]=[CH:27][CH:26]=[CH:25][CH:24]=2)[CH2:8][CH2:7][CH:6]([C:9]2[NH:10][C:11]3[C:16]([C:17]=2[CH2:18][CH2:19][CH2:20][CH2:21][OH:37])=[CH:15][CH:14]=[CH:13][CH:12]=3)[CH2:5][CH2:4]1 |f:3.4|. Procedure details: 4-[(2-(4-Dimethylamino-4-phenylcyclohexyl)-1H-indol-3-yl)butan-1-ol (less polar diastereomer) (170 mg, 0.43 mmol) was dissolved in ethyl acetate (50 ml). Me3SiCl (108 μl, 0.86 mmol) was then added dropwise at RT and the mixture was stirred for 1 h. A white precipitate precipitated out. The precipitate was filtered off with suction, washed with ethyl acetate (2×5 ml) and then dried. Example 173 (170 mg, m.p. 223-226° C., 91%) was obtained as a white solid. Reactants: FC(C(=O)O)(F)F.N1(CCOCC1)C1CCC(CC1)OC=1C=2C=3CNCCC3SC2N=CN1 (3-[[4-(morpholin-4-yl)cyclohexyl]oxy]-8-thia-4,6,12-triazatricyclo[7.4.0.0[2,7]]trideca-1(9),2 (7),3,5-tetraene trifluoroacetate), TEA, C(C)(=O)Cl (acetyl chloride). Solvent: C(Cl)Cl (DCM). Reaction conditions: temperature 0 celsius, time 10 minute. Product: N1(CCOCC1)C1CCC(CC1)OC=1C=2C=3CN(CCC3SC2N=CN1)C(C)=O (1-(3-[[4-(morpholin-4-yl)cyclohexyl]oxy]-8-thia-4,6,12-triazatricyclo[7.4.0.0[2,7]]trideca-1(9),2(7),3,5-tetraen-12-yl)ethan-1-one). The yield is 25.9%. As a reaction SMILES: F[C:2](F)(F)[C:3]([OH:5])=O.[N:8]1([CH:14]2[CH2:19][CH2:18][CH:17]([O:20][C:21]3[C:22]4[C:23]5[CH2:24][NH:25][CH2:26][CH2:27][C:28]=5[S:29][C:30]=4[N:31]=[CH:32][N:33]=3)[CH2:16][CH2:15]2)[CH2:13][CH2:12][O:11][CH2:10][CH2:9]1.C(Cl)(=O)C>C(Cl)Cl>[N:8]1([CH:14]2[CH2:15][CH2:16][CH:17]([O:20][C:21]3[C:22]4[C:23]5[CH2:24][N:25]([C:3](=[O:5])[CH3:2])[CH2:26][CH2:27][C:28]=5[S:29][C:30]=4[N:31]=[CH:32][N:33]=3)[CH2:18][CH2:19]2)[CH2:13][CH2:12][O:11][CH2:10][CH2:9]1 |f:0.1|. Procedure details: To a solution of 3-[[4-(morpholin-4-yl)cyclohexyl]oxy]-8-thia-4,6,12-triazatricyclo[7.4.0.0[2,7]]trideca-1(9),2 (7),3,5-tetraene trifluoroacetate (100 mg, crude) in DCM (20 mL) was added TEA (108 mg, 1.07 mmol). The solution was stirred for 10 min at 0° C. under nitrogen. Then acetyl chloride (41.9 mg, 0.53 mmol) was added to the reaction solution at this temperature and the resulting solution was stirred for 1.5 h at room temperature. The reaction was then quenched by the addition of ethanol an...